This data is from the Open Reaction Database (ORD), a public repository of structured organic reaction records. The task is: describe an organic reaction: reactants, conditions, products, and yield The product is Cc1cc(OS(=O)(=O)C(F)(F)F)cc(C)c1Br. The reactants are Cc1cc(O)cc(C)c1Br, CCOC(C)=O, ClCCl, O=S(=O)(OS(=O)(=O)C(F)(F)F)C(F)(F)F. As a reaction SMILES: [Br:16][c:17]1[c:18]([CH3:25])[cH:19][c:20]([OH:24])[cH:21][c:22]1[CH3:23].[CH3:26][CH2:27][O:28][C:29](=[O:30])[CH3:31].[Cl:32][CH2:33][Cl:34].[F:1][C:2]([F:3])([F:4])[S:5](=[O:6])(=[O:7])[O:8][S:9]([C:10]([F:11])([F:12])[F:13])(=[O:14])=[O:15]>>[F:1][C:2]([F:3])([F:4])[S:5](=[O:6])(=[O:7])[O:8][c:20]1[cH:19][c:18]([CH3:25])[c:17]([Br:16])[c:22]([CH3:23])[cH:21]1. The reactants are double-bond isomer mixture, CC(C(=O)OCC)=C(C(C)C)C (ethyl 2,3,4-trimethylpent-2-enoate), [H][H] (hydrogen). The reagents and catalysts are [Pt] (platinum on activated carbon). The solvent is C(C)(=O)OCC (ethyl acetate). Product: CC(C(=O)OCC)C(C(C)C)C (ethyl 2,3,4-trimethylvalerate). Isolated yield 83.0%. Reaction SMILES: [CH3:1][C:2](=[C:8]([CH3:12])[CH:9]([CH3:11])[CH3:10])[C:3]([O:5][CH2:6][CH3:7])=[O:4].[H][H]>C(OCC)(=O)C.[Pt]>[CH3:1][CH:2]([CH:8]([CH3:12])[CH:9]([CH3:11])[CH3:10])[C:3]([O:5][CH2:6][CH3:7])=[O:4]. Procedure details: 20.0 g (117 mmol) of a double-bond isomer mixture of ethyl 2,3,4-trimethylpent-2-enoate (synthesis: see example 1) were dissolved in 200 ml of ethyl acetate, treated with 0.50 g (0.26 mmol, 0.2 mol %) of 10 percent platinum on activated carbon, and hydrogenated at room temperature for 4 hours in an autoclave at a hydrogen atmosphere of 25 bar with vigorous stirring. The catalyst was separated off by filtering the reaction mixture with suction over Celite. After the solvent had been removed on a ... The reactants are C(C)OC(=O)C1=CNC2=CC=C(C=C2C1=O)F (6-fluoro-4-oxo-1,4-dihydro-quinoline-3-carboxylic acid ethyl ester), S(=O)(Cl)Cl (thionyl chloride), resultant solution. Reaction conditions: time 15 minute. Product: C(C)OC(=O)C=1C=NC2=CC=C(C=C2C1Cl)F (4-Chloro-6-fluoro-quinoline-3-carboxylic acid ethyl ester). As a reaction SMILES: [CH2:1]([O:3][C:4]([C:6]1[C:15](=O)[C:14]2[C:9](=[CH:10][CH:11]=[C:12]([F:17])[CH:13]=2)[NH:8][CH:7]=1)=[O:5])[CH3:2].S(Cl)([Cl:20])=O>>[CH2:1]([O:3][C:4]([C:6]1[CH:7]=[N:8][C:9]2[C:14]([C:15]=1[Cl:20])=[CH:13][C:12]([F:17])=[CH:11][CH:10]=2)=[O:5])[CH3:2]. Procedure: A mixture of 6-fluoro-4-oxo-1,4-dihydro-quinoline-3-carboxylic acid ethyl ester (4.4 g, 18.7 mmol) in thionyl chloride (50 mL) was heated at reflux for 3 hours (at 30 min. mixture changed to a clear solution). The resultant solution was cooled to room temperature, and the excess thionyl chloride was evaporated in vacuo. The residue was added to ammonium hydroxide on ice (note: highly exothermic). Let resultant mixture stir for 15 minutes, and the product was collected by filtration and washed ge... Starting materials: C=1NC2=C(N1)C(=NC(=N2)N)Cl (6-Chloroguanine), [H-].[Na+] (sodium hydride), CN(C=O)C (dimethylformamide), erythro-2,2-Dimethyl-4-p-toluenesulfonyloxymethyl-5-hydroxymethyl-1,3-dioxolane. Run at temperature 100 celsius. Product: N1C(N)=NC=2N=CNC2C1=O (guanine). Reaction SMILES: [CH:1]1[NH:2][C:3]2[N:9]=[C:8]([NH2:10])[N:7]=[C:6](Cl)[C:4]=2[N:5]=1.[H-].[Na+].CN(C)C=[O:17]>>[NH:7]1[C:6](=[O:17])[C:4]2[NH:5][CH:1]=[N:2][C:3]=2[N:9]=[C:8]1[NH2:10] |f:1.2|. Procedure details: 6-Chloroguanine (0.75 g) and sodium hydride (60% in oil, 0.18 g) in dry dimethylformamide were stirred at room temperature for one hour. DL-erythro-2,2-Dimethyl-4-p-toluenesulfonyloxymethyl-5-hydroxymethyl-1,3-dioxolane [0.70 g, prepared according to A. Holy, Coll. Czech. Chem. Commun Vol 44, pages 593-612 (1979)] was added and the reaction mixture was heated at 100° C. for 17 hours, after which it was filtered through a Celite pad, and the solution was evaporated in vacuo. The residue was reflu...